Dataset: the Open Reaction Database (ORD), a public repository of structured organic reaction records. Task: describe an organic reaction: reactants, conditions, products, and yield Starting materials: CCc1sc(C(C)=O)cc1-c1ccccc1, CCO, CC(C)O, COc1cc(C=O)cc(Cl)c1O, Cl, O. The product is CCc1sc(C(=O)CCc2cc(Cl)c(O)c(OC)c2)cc1-c1ccccc1. Reaction SMILES: [CH2:1]([CH3:2])[c:3]1[c:4](-[c:11]2[cH:12][cH:13][cH:14][cH:15][cH:16]2)[cH:5][c:6]([C:8]([CH3:9])=[O:10])[s:7]1.[CH3:29][CH2:30][OH:31].[CH:33]([OH:34])([CH3:35])[CH3:36].[Cl:17][c:18]1[cH:19][c:20]([CH:21]=[O:22])[cH:23][c:24]([O:27][CH3:28])[c:25]1[OH:26].[ClH:32].[OH2:37]>>[CH2:1]([CH3:2])[c:3]1[c:4](-[c:11]2[cH:12][cH:13][cH:14][cH:15][cH:16]2)[cH:5][c:6]([C:8]([CH2:9][CH2:21][c:20]2[cH:19][c:18]([Cl:17])[c:25]([OH:26])[c:24]([O:27][CH3:28])[cH:23]2)=[O:10])[s:7]1.